This data is from the Open Reaction Database (ORD), a public repository of structured organic reaction records. The task is: describe an organic reaction: reactants, conditions, products, and yield Reactants: CCN(C(C)C)C(C)C, O=S(=O)(Cl)c1cc(Cl)c(O)c(Cl)c1, c1cc2c(cn1)NCCO2, C1CCOC1. Product: O=S(=O)(c1cc(Cl)c(O)c(Cl)c1)N1CCOc2ccncc21. As a reaction SMILES: [CH:11]([N:12]([CH:13]([CH3:14])[CH3:15])[CH2:16][CH3:17])([CH3:18])[CH3:19].[Cl:20][c:21]1[cH:22][c:23]([S:29](=[O:30])(=[O:31])[Cl:32])[cH:24][c:25]([Cl:28])[c:26]1[OH:27].[O:1]1[c:2]2[c:3]([cH:7][n:8][cH:9][cH:10]2)[NH:4][CH2:5][CH2:6]1.[O:33]1[CH2:34][CH2:35][CH2:36][CH2:37]1>>[O:1]1[c:2]2[c:3]([cH:7][n:8][cH:9][cH:10]2)[N:4]([S:29]([c:23]2[cH:22][c:21]([Cl:20])[c:26]([OH:27])[c:25]([Cl:28])[cH:24]2)(=[O:30])=[O:31])[CH2:5][CH2:6]1.